From a dataset of the Open Reaction Database (ORD), a public repository of structured organic reaction records. describe an organic reaction: reactants, conditions, products, and yield The reactants are CS(=O)(=O)CC1=CC=C(C=C1)[N+](=O)[O-] (1-(methylsulfonylmethyl)-4-nitrobenzene), C(=O)[O-].[NH4+] (ammonium formate). Reagents/catalysts: [Fe] (iron). Run in CCOC(=O)C (EtOAc), CCO (EtOH), O (H2O). Conditions: temperature 90 celsius. Product: CS(=O)(=O)CC1=CC=C(N)C=C1 (4-(methylsulfonylmethyl)aniline). Yield: 38.6%. Reaction SMILES: [CH3:1][S:2]([CH2:5][C:6]1[CH:11]=[CH:10][C:9]([N+:12]([O-])=O)=[CH:8][CH:7]=1)(=[O:4])=[O:3].C([O-])=O.[NH4+]>CCO.O.CCOC(C)=O.[Fe]>[CH3:1][S:2]([CH2:5][C:6]1[CH:11]=[CH:10][C:9]([NH2:12])=[CH:8][CH:7]=1)(=[O:3])=[O:4] |f:1.2|. Procedure: To a mixture of 1-(methylsulfonylmethyl)-4-nitrobenzene (1.5 g, 7 mmol) in EtOH (20 mL) and H2O (10 mL) was added iron (1.96 g, 35 mmol) and ammonium formate (4.41 g, 70 mmol). After heating at 90° C. for 2 h, it was diluted with EtOAc, washed with saturated NaHCO3, brine, dried and concentrated to give 4-(methylsulfonylmethyl)aniline (0.5 g).